From a dataset of the Open Reaction Database (ORD), a public repository of structured organic reaction records. describe an organic reaction: reactants, conditions, products, and yield Starting materials: CCOC(=O)c1ccc(Nc2ccccc2)nc1, C1CCOC1, CO, [Li+], [OH-], O, O. Product: O=C(O)c1ccc(Nc2ccccc2)nc1. Reaction SMILES: [CH2:1]([CH3:2])[O:3][C:4]([c:5]1[cH:6][n:7][c:8]([NH:11][c:12]2[cH:13][cH:14][cH:15][cH:16][cH:17]2)[cH:9][cH:10]1)=[O:18].[CH2:25]1[O:26][CH2:27][CH2:28][CH2:29]1.[CH3:19][OH:20].[Li+:23].[OH-:22].[OH2:21].[OH2:24]>>[O:3]=[C:4]([c:5]1[cH:6][n:7][c:8]([NH:11][c:12]2[cH:13][cH:14][cH:15][cH:16][cH:17]2)[cH:9][cH:10]1)[OH:18]. Reactants: CC(C)(C)OC(=O)N1CCC(=O)CC1, CO, [Na], c1ccc2[nH]ccc2c1. Yields the product CC(C)(C)OC(=O)N1CC=C(c2c[nH]c3ccccc23)CC1. RXN SMILES: [C:11]([CH3:12])([CH3:13])([CH3:14])[O:15][C:16](=[O:17])[N:18]1[CH2:19][CH2:20][C:21](=[O:24])[CH2:22][CH2:23]1.[CH3:25][OH:26].[Na:1].[nH:2]1[cH:3][cH:4][c:5]2[cH:6][cH:7][cH:8][cH:9][c:10]12>>[nH:2]1[cH:3][c:4]([C:21]2=[CH:20][CH2:19][N:18]([C:16]([O:15][C:11]([CH3:12])([CH3:13])[CH3:14])=[O:17])[CH2:23][CH2:22]2)[c:5]2[cH:6][cH:7][cH:8][cH:9][c:10]12. Conditions: temperature 55 celsius, time 2 hour. Procedure details: In a 500 ml four-neck flask equipped with a stirrer, a reflux condenser, a dropping funnel and a thermometer, 290.3 g (1.43 mol) of N,O-bis(trimethylsilyl)acetamide was placed, and thereto was added dropwise 94.9 g (1.3 mol) of diethylamine from the dropping funnel over a 1-hour period. During the addition, the temperature of the reaction system was kept within the range of 20° C. to 60° C. to make the reaction be proceeding. At the conclusion of the addition, the temperature was raised to 50-60... The reactants are C/C(=N\[Si](C)(C)C)/O[Si](C)(C)C (N,O-bis(trimethylsilyl)acetamide), C(C)NCC (diethylamine). The yield is 80.5%. Reaction SMILES: [CH3:1]/[C:2](/O[Si](C)(C)C)=[N:3]\[Si:4]([CH3:7])([CH3:6])[CH3:5].[CH2:13](NCC)[CH3:14]>>[CH2:2]([N:3]([Si:4]([CH3:7])([CH3:6])[CH3:5])[CH2:13][CH3:14])[CH3:1]. Product: C(C)N(CC)[Si](C)(C)C (diethylaminotrimethylsilane). Reactants: CCCCC(CC)COC(=O)CC#N, CC(=O)[O-], CCC(=O)O, CCCCCCC, [NH4+], O=C(c1ccccc1)c1ccccc1, O. Yields the product CCCCC(CC)COC(=O)C(C#N)=C(c1ccccc1)c1ccccc1. As a reaction SMILES: [C:1](#[N:2])[CH2:3][C:4](=[O:5])[O:6][CH2:7][CH:8]([CH2:9][CH2:10][CH2:11][CH3:12])[CH2:13][CH3:14].[CH3:30][C:31](=[O:32])[O-:33].[CH3:34][CH2:35][C:36](=[O:37])[OH:38].[CH3:39][CH2:40][CH2:41][CH2:42][CH2:43][CH2:44][CH3:45].[NH4+:29].[O:15]=[C:16]([c:17]1[cH:18][cH:19][cH:20][cH:21][cH:22]1)[c:23]1[cH:24][cH:25][cH:26][cH:27][cH:28]1.[OH2:46]>>[C:1](#[N:2])[C:3]([C:4](=[O:5])[O:6][CH2:7][CH:8]([CH2:9][CH2:10][CH2:11][CH3:12])[CH2:13][CH3:14])=[C:16]([c:17]1[cH:18][cH:19][cH:20][cH:21][cH:22]1)[c:23]1[cH:24][cH:25][cH:26][cH:27][cH:28]1. Reactants: OCCCOC(C=C)=O (hydroxypropylacrylate), COC(C(=C)C)=O (methylmethacrylate), C(C1CO1)OC(C(=C)C)=O (glycidylmethacrylate), CC(C)(C#N)N=NC(C)(C)C#N (AIBN). Run in C1CCOC1 (THF). Conditions: temperature 67.5 celsius, time 12.5 hour. Product: OCCCOC(C(=C)C)=O.COC(C(=C)C)=O.C(C1CO1)OC(C(=C)C)=O (hydroxypropylmethacrylate methylmethacrylate glycidylmethacrylate), Formula 11. Yield: 65.0%. Reaction SMILES: OCCCOC(=O)C=C.[CH3:10][O:11][C:12](=[O:16])[C:13]([CH3:15])=[CH2:14].[CH2:17]([O:21][C:22](=[O:26])[C:23]([CH3:25])=[CH2:24])[CH:18]1[O:20][CH2:19]1.CC(N=NC(C#N)(C)C)(C#N)C>C1COCC1>[OH:20][CH2:19][CH2:18][CH2:17][O:21][C:22](=[O:26])[C:23]([CH3:25])=[CH2:24].[CH3:10][O:11][C:12](=[O:16])[C:13]([CH3:15])=[CH2:14].[CH2:17]([O:21][C:22](=[O:26])[C:23]([CH3:25])=[CH2:24])[CH:18]1[O:20][CH2:19]1 |f:5.6.7|. Procedure details: To a 500 ml round-bottom flask was added 0.3 moles of vinyl 4-(3-methoxy)benzoateacetone, 0.23 moles of hydroxypropylacrylate, 0.1 mole of methylmethacrylate, 0.3 moles of glycidylmethacrylate, 300 g of THF, and 0.1-3 g of AIBN. The resulting mixture was stirred at 60-75° C. for 5-20 hours under nitrogen atmosphere. The resulting solution was precipitated in ethyl ether or n-hexane and the precipitate was filtered and dried to afford poly[vinyl 4-(3 -methoxy)benzoateacetone-to hydroxypropylmetha... Starting materials: O1C=2COCC21 (3,4-epoxy-2,5-dihydrofuran), C1(=CC=CC=C1)[C@@H](C)N ((R)-1-phenylethylamine), C[Al](C)C (trimethylaluminum). Yields the product C1(=CC=CC=C1)C(C)NC1OCCC1O (N-(1-Phenylethyl)amino-3-hydroxy-2,3,4,5-tetrahydrofuran). RXN SMILES: [O:1]1[C:6]2[CH2:5][O:4][CH2:3][C:2]1=2.[C:7]1([C@H:13]([NH2:15])[CH3:14])[CH:12]=[CH:11][CH:10]=[CH:9][CH:8]=1.C[Al](C)C>>[C:7]1([CH:13]([NH:15][CH:3]2[CH:2]([OH:1])[CH2:6][CH2:5][O:4]2)[CH3:14])[CH:12]=[CH:11][CH:10]=[CH:9][CH:8]=1. Procedure details: According to the procedure of Overman, et al. (J. Org. Chem. 1985, 50, 4154), 3,4-epoxy-2,5-dihydrofuran was treated with (R)-1-phenylethylamine and trimethylaluminum to give a 1:1 mixture of diastereomers. The mixture was purified by silica gel chromatography to provide the desired compound. Starting materials: C1(=CC=CC=C1)NCC(=O)OCC (ethyl 2-(phenylamino)acetate), NC1=CC=C(OC2=NC=CC=C2C2=NC(=NC=C2)NC)C=C1 (4-(2-(4-amino-phenoxy)pyridin-3-yl)-N-methylpyrimidin-2-amine), C(C)(C)N(CC)C(C)C (diisopropylethylamine), ClC(=O)OC1=CC=CC=C1 (phenyl chloroformate). Solvent: CO (methanol), C(C)(=O)OCC (ethyl acetate), C([O-])(O)=O.[Na+] (sodium bicarbonate), C1CCOC1 (THF). Conditions: time 30 minute. Product: CNC1=NC=CC(=N1)C=1C(=NC=CC1)OC1=CC=C(C=C1)N1C(N(CC1=O)C1=CC=CC=C1)=O (3-(4-(3-(2-(methylamino)pyrimidin-4-yl)pyridin-2-yloxy)phenyl)-1-phenylimidazolidine-2,4-dione). Reaction SMILES: [NH2:1][C:2]1[CH:22]=[CH:21][C:5]([O:6][C:7]2[C:12]([C:13]3[CH:18]=[CH:17][N:16]=[C:15]([NH:19][CH3:20])[N:14]=3)=[CH:11][CH:10]=[CH:9][N:8]=2)=[CH:4][CH:3]=1.C(N(C(C)C)CC)(C)C.Cl[C:33](OC1C=CC=CC=1)=[O:34].[C:42]1([NH:48][CH2:49][C:50]([O:52]CC)=O)[CH:47]=[CH:46][CH:45]=[CH:44][CH:43]=1>C1COCC1.C(OCC)(=O)C.C(=O)(O)[O-].[Na+].CO>[CH3:20][NH:19][C:15]1[N:14]=[C:13]([C:12]2[C:7]([O:6][C:5]3[CH:21]=[CH:22][C:2]([N:1]4[C:50](=[O:52])[CH2:49][N:48]([C:42]5[CH:43]=[CH:44][CH:45]=[CH:46][CH:47]=5)[C:33]4=[O:34])=[CH:3][CH:4]=3)=[N:8][CH:9]=[CH:10][CH:11]=2)[CH:18]=[CH:17][N:16]=1 |f:6.7|. Reported procedure: To a slurry of 4-(2-(4-amino-phenoxy)pyridin-3-yl)-N-methylpyrimidin-2-amine (0.200 g, 0.682 mmol) and diisopropylethylamine (0.130 mL, 0.750 mmol) in THF (2 mL) under nitrogen was added phenyl chloroformate (0.100 mL, 0.682 mmol). After 30 min, ethyl 2-(phenylamino)acetate (0.244 g, 1.36 mmol) was added, and the sealed reaction was heated to 80 deg. C. for 16 h and 100 deg. C. for 8 h. The reaction was cooled to ambient temperature, and diluted with ethyl acetate and saturated aqueous sodium bi... Reactants: CCOP(=O)(Cc1ccccc1)OCC, C1CCOC1, [H-], [Na+], O, O=Cc1ccc(-n2ccnc2)cc1. Product: C(=Cc1ccc(-n2ccnc2)cc1)c1ccccc1. As a reaction SMILES: [CH2:1]([O:2][P:3](=[O:4])([O:5][CH2:6][CH3:7])[CH2:9][c:10]1[cH:11][cH:12][cH:13][cH:14][cH:15]1)[CH3:8].[CH2:32]1[O:33][CH2:34][CH2:35][CH2:36]1.[H-:17].[Na+:16].[OH2:31].[n:18]1(-[c:23]2[cH:24][cH:25][c:26]([CH:27]=[O:28])[cH:29][cH:30]2)[cH:19][n:20][cH:21][cH:22]1>>[CH:9]([c:10]1[cH:11][cH:12][cH:13][cH:14][cH:15]1)=[CH:27][c:26]1[cH:25][cH:24][c:23](-[n:18]2[cH:19][n:20][cH:21][cH:22]2)[cH:30][cH:29]1.